Dataset: the Open Reaction Database (ORD), a public repository of structured organic reaction records. Task: describe an organic reaction: reactants, conditions, products, and yield The reactants are CC(C)(C)OC(=O)N(C(=O)OC(C)(C)C)c1cncc(Br)c1, Cn1c(B(O)O)cc2ccc(Cl)cc21, [K+], [K+], [K+], CN(C)C=O, O=P([O-])([O-])[O-], c1ccc(P(c2ccccc2)(c2ccccc2)[Pd](P(c2ccccc2)(c2ccccc2)c2ccccc2)(P(c2ccccc2)(c2ccccc2)c2ccccc2)P(c2ccccc2)(c2ccccc2)c2ccccc2)cc1. Yields the product Cn1c(-c2cncc(N(C(=O)OC(C)(C)C)C(=O)OC(C)(C)C)c2)cc2ccc(Cl)cc21. Reaction SMILES: [CH3:1][C:2]([CH3:3])([CH3:4])[O:5][C:6](=[O:7])[N:8]([c:9]1[cH:10][n:11][cH:12][c:13]([Br:15])[cH:14]1)[C:16](=[O:17])[O:18][C:19]([CH3:20])([CH3:21])[CH3:22].[CH3:23][n:24]1[c:25]([B:34]([OH:35])[OH:36])[cH:26][c:27]2[cH:28][cH:29][c:30]([Cl:33])[cH:31][c:32]12.[K+:42].[K+:43].[K+:44].[O:122]=[CH:123][N:124]([CH3:125])[CH3:126].[P:37]([O-:38])([O-:39])([O-:40])=[O:41].[cH:45]1[cH:46][cH:47][c:48]([P:49]([Pd:50]([P:51]([c:52]2[cH:53][cH:54][cH:55][cH:56][cH:57]2)([c:58]2[cH:59][cH:60][cH:61][cH:62][cH:63]2)[c:64]2[cH:65][cH:66][cH:67][cH:68][cH:69]2)([P:70]([c:71]2[cH:72][cH:73][cH:74][cH:75][cH:76]2)([c:77]2[cH:78][cH:79][cH:80][cH:81][cH:82]2)[c:83]2[cH:84][cH:85][cH:86][cH:87][cH:88]2)[P:89]([c:90]2[cH:91][cH:92][cH:93][cH:94][cH:95]2)([c:96]2[cH:97][cH:98][cH:99][cH:100][cH:101]2)[c:102]2[cH:103][cH:104][cH:105][cH:106][cH:107]2)([c:108]2[cH:109][cH:110][cH:111][cH:112][cH:113]2)[c:114]2[cH:115][cH:116][cH:117][cH:118][cH:119]2)[cH:120][cH:121]1>>[CH3:1][C:2]([CH3:3])([CH3:4])[O:5][C:6](=[O:7])[N:8]([c:9]1[cH:10][n:11][cH:12][c:13](-[c:25]2[n:24]([CH3:23])[c:32]3[c:27]([cH:26]2)[cH:28][cH:29][c:30]([Cl:33])[cH:31]3)[cH:14]1)[C:16](=[O:17])[O:18][C:19]([CH3:20])([CH3:21])[CH3:22].